This data is from the Open Reaction Database (ORD), a public repository of structured organic reaction records. The task is: describe an organic reaction: reactants, conditions, products, and yield The reactants are C(C)OCN1C(=C(C(C(=C1C)C(=O)OC)C1=CC(=CC=C1)[N+](=O)[O-])C(=O)OC)C (1-ethoxymethyl-2,6-dimethyl-3,5-di(carbomethoxy)-4-(3-nitrophenyl)-1,4-dihydropyridine), O (H2O), [Na] (Sodium), [Na] (sodium). Run in C1=CC=CC=C1 (benzene), CN(CC(C)O)C (1-dimethylamino-2-propanol), CN(CC(C)O)C (1-dimethylamino-2-propanol). Conditions: temperature 0 celsius, time 1 hour. Product: C(C)OCN1C(=C(C(C(=C1C)C(=O)O)C1=CC(=CC=C1)[N+](=O)[O-])C(=O)OC)C (racemic 1-ethoxymethyl-2,6-dimethyl-3-carbomethoxy-4-(3-nitrophenyl)-5-carboxy-1,4-dihydropyridine). Reaction SMILES: [Na].O.[CH2:3]([O:5][CH2:6][N:7]1[C:12]([CH3:13])=[C:11]([C:14]([O:16]C)=[O:15])[CH:10]([C:18]2[CH:23]=[CH:22][CH:21]=[C:20]([N+:24]([O-:26])=[O:25])[CH:19]=2)[C:9]([C:27]([O:29][CH3:30])=[O:28])=[C:8]1[CH3:31])[CH3:4]>CN(C)CC(O)C.C1C=CC=CC=1>[CH2:3]([O:5][CH2:6][N:7]1[C:12]([CH3:13])=[C:11]([C:14]([OH:16])=[O:15])[CH:10]([C:18]2[CH:23]=[CH:22][CH:21]=[C:20]([N+:24]([O-:26])=[O:25])[CH:19]=2)[C:9]([C:27]([O:29][CH3:30])=[O:28])=[C:8]1[CH3:31])[CH3:4] |^1:0|. Reported procedure: Optically active dihydropyridine acid derivatives are prepared as described by T. Shibanuma, et al., Chem. Pharm. Bull., 28, 2809-2812 (1980). 2,6-Dimethyl-3,5-di(carbomethoxy)-4-(3-nitrophenyl)-1,4-dihydropyridine is prepared by the Hantzsch method (Ann. Chim., 215, 1 (1882)), then reacted with chloromethoxyethane and NaH to produce 1-ethoxymethyl-2,6-dimethyl-3,5-di(carbomethoxy)-4-(3-nitrophenyl)-1,4-dihydropyridine. Sodium (13.3 g) is added to 1-dimethylamino-2-propanol (150 mL) and the mixt... The reactants are C(C1=CC=CC=C1)NS(=O)(=O)C1=C(C(=CC=C1Cl)N)O (N-benzyl-3-amino-6-chloro-2-hydroxybenzenesulfonamide), BrC1=C(C=CC=C1)N=C=O (2-bromophenylisocyanate). Solvent: CN(C=O)C (N,N-dimethylformamide), C(C)(=O)OCC (ethyl acetate). The product is C(C1=CC=CC=C1)NS(=O)(=O)C=1C(=C(C=CC1Cl)NC(=O)NC1=C(C=CC=C1)Br)O (N-[3-(N″-Benzylaminosulfonyl)-4-chloro-2-hydroxyphenyl]-N′(2-bromophenyl) urea). Yield: 60.2%. As a reaction SMILES: [CH2:1]([NH:8][S:9]([C:12]1[C:17]([Cl:18])=[CH:16][CH:15]=[C:14]([NH2:19])[C:13]=1[OH:20])(=[O:11])=[O:10])[C:2]1[CH:7]=[CH:6][CH:5]=[CH:4][CH:3]=1.[Br:21][C:22]1[CH:27]=[CH:26][CH:25]=[CH:24][C:23]=1[N:28]=[C:29]=[O:30]>CN(C)C=O.C(OCC)(=O)C>[CH2:1]([NH:8][S:9]([C:12]1[C:13]([OH:20])=[C:14]([NH:19][C:29]([NH:28][C:23]2[CH:24]=[CH:25][CH:26]=[CH:27][C:22]=2[Br:21])=[O:30])[CH:15]=[CH:16][C:17]=1[Cl:18])(=[O:11])=[O:10])[C:2]1[CH:7]=[CH:6][CH:5]=[CH:4][CH:3]=1. Reported procedure: A solution of N-benzyl-3-amino-6-chloro-2-hydroxybenzenesulfonamide (80 mg, 0.26 mmol) and 2-bromophenylisocyanate (47 μL, 0.38 mmol) in 2 mL of N,N-dimethylformamide was stirred at room temperature for 20 hours. The mixture was diluted with ethyl acetate and washed with water to give the crude material. Purification by column chromatography on silica gel, eluting with ethyl acetate/hexane (30/70 to 70/30, v/v), gave the desired product (80 mg, 61%). EI-MS (m/z) 508.1, 510.2, 512.2 (M−). Starting materials: CCCCc1nnc(Cl)cc1-c1ccc(OC2CCCCC2)c(Br)c1, CC(C)(C)OC(=O)N1CCC(O)CC1, C1CCOC1, [H-], [Na+], O. Product: CCCCc1nnc(OC2CCN(C(=O)OC(C)(C)C)CC2)cc1-c1ccc(OC2CCCCC2)c(Br)c1. As a reaction SMILES: [Br:17][c:18]1[cH:19][c:20](-[c:31]2[c:32]([CH2:38][CH2:39][CH2:40][CH3:41])[n:33][n:34][c:35]([Cl:37])[cH:36]2)[cH:21][cH:22][c:23]1[O:24][CH:25]1[CH2:26][CH2:27][CH2:28][CH2:29][CH2:30]1.[C:1]([CH3:2])([CH3:3])([CH3:4])[O:5][C:6](=[O:7])[N:8]1[CH2:9][CH2:10][CH:11]([OH:14])[CH2:12][CH2:13]1.[CH2:43]1[O:44][CH2:45][CH2:46][CH2:47]1.[H-:16].[Na+:15].[OH2:42]>>[C:1]([CH3:2])([CH3:3])([CH3:4])[O:5][C:6](=[O:7])[N:8]1[CH2:9][CH2:10][CH:11]([O:14][c:35]2[n:34][n:33][c:32]([CH2:38][CH2:39][CH2:40][CH3:41])[c:31](-[c:20]3[cH:19][c:18]([Br:17])[c:23]([O:24][CH:25]4[CH2:26][CH2:27][CH2:28][CH2:29][CH2:30]4)[cH:22][cH:21]3)[cH:36]2)[CH2:12][CH2:13]1. RXN SMILES: [CH3:12][O:13][c:14]1[cH:15][c:16]([NH2:17])[cH:18][cH:19][c:20]1[O:21][CH3:22].[CH3:24][C:25](=[O:26])[O-:27].[Cl:1][c:2]1[n:3][cH:4][n:5][c:6]2[cH:7][cH:8][cH:9][cH:10][c:11]12.[Na+:23]>>[c:2]1([NH:17][c:16]2[cH:15][c:14]([O:13][CH3:12])[c:20]([O:21][CH3:22])[cH:19][cH:18]2)[n:3][cH:4][n:5][c:6]2[cH:7][cH:8][cH:9][cH:10][c:11]12. The product is COc1ccc(Nc2ncnc3ccccc23)cc1OC. Reactants: COc1ccc(N)cc1OC, CC(=O)[O-], Clc1ncnc2ccccc12, [Na+]. RXN SMILES: [CH2:1]([O:3][C:4]([C:6]1[C:11](=[O:12])[N:10]2[CH:13]=[CH:14][CH:15]=[C:16]([SH:17])[C:9]2=[N:8][CH:7]=1)=[O:5])[CH3:2].[CH2:18](Br)[C:19]1[CH:24]=[CH:23][CH:22]=[CH:21][CH:20]=1.C([O-])([O-])=O.[K+].[K+]>CN(C=O)C.O>[CH2:1]([O:3][C:4]([C:6]1[C:11](=[O:12])[N:10]2[CH:13]=[CH:14][CH:15]=[C:16]([S:17][CH2:18][C:19]3[CH:24]=[CH:23][CH:22]=[CH:21][CH:20]=3)[C:9]2=[N:8][CH:7]=1)=[O:5])[CH3:2] |f:2.3.4|. Isolated yield 95.3%. Solvent: CN(C)C=O (DMF), O (water). Reported procedure: To a suspension of 0.3 g of 3-ethoxycarbonyl-9-mercapto-4H-pyrido[1,2-a]pyrimidin-4-one II-1 in 4 ml of anhydrous DMF are added 0.3 g of benzyl bromide VI-1 and 0.5 g of K2CO3, and the resultant mixture is stirred at room temperature for 5 hours. The reaction mixture is diluted with water. The crystal precipitated is filtered and dissolved in CHCl3. The chloroform solution is dried over Na2SO4 and evaporated to give 0.389 g of the titled compound Ic-21. Reactants: resultant mixture, C(C1=CC=CC=C1)Br (benzyl bromide), C(=O)([O-])[O-].[K+].[K+] (K2CO3), C(C)OC(=O)C1=CN=C2N(C1=O)C=CC=C2S (3-ethoxycarbonyl-9-mercapto-4H-pyrido[1,2-a]pyrimidin-4-one). Product: C(C)OC(=O)C1=CN=C2N(C1=O)C=CC=C2SCC2=CC=CC=C2 (3-ethoxycarbonyl-9-benzylthio-4H-pyrido[1,2-a]pyrimidin-4-one). Starting materials: OC1=C(C(=CC=C1)O)C(C)=O (2′,6′-dihydroxyacetophenone), Cl.NO (hydroxylamine hydrochloride), O.O.O.C(C)(=O)[O-].[Na+] (sodium acetate trihydrate), Cl.NO (hydroxylamine hydrochloride), O.O.O.C(C)(=O)[O-].[Na+] (sodium acetate trihydrate). Run in CCO.O (EtOH H2O), CCO.O (EtOH H2O), mixture, CCO.O (EtOH H2O), O (water). Run at time 2 hour. The product is OC1=C(C(=CC=C1)O)C(C)=NO (1-(2,6-dihydroxyphenyl)ethanone oxime). Reaction SMILES: Cl.[NH2:2][OH:3].O.O.O.C([O-])(=O)C.[Na+].[OH:12][C:13]1[CH:18]=[CH:17][CH:16]=[C:15]([OH:19])[C:14]=1[C:20](=O)[CH3:21]>CCO.O.O>[OH:12][C:13]1[CH:18]=[CH:17][CH:16]=[C:15]([OH:19])[C:14]=1[C:20](=[N:2][OH:3])[CH3:21] |f:0.1,2.3.4.5.6,8.9|. Procedure details: A solution of hydroxylamine hydrochloride (756 mg, 10.9 mmol) and sodium acetate trihydrate (1.71 g, 12.6 mmol) dissolved in 23 ml of a mixture of EtOH/H2O (7/3) was added to a solution of 2′,6′-dihydroxyacetophenone (1.5 g, 9.9 mmol) in 12 ml of a 7/3 EtOH/H2O mixture. After refluxing and stirring under N2 for 2 hours, additional hydroxylamine hydrochloride (340 mg, 4.9 mmol) and sodium acetate trihydrate (570 mg, 4.19 mmol) dissolved in 7 ml of water were added and the reflux was continued for...